From a dataset of the Open Reaction Database (ORD), a public repository of structured organic reaction records. describe an organic reaction: reactants, conditions, products, and yield Starting materials: BrCCN1C(C2(N(C(C=3NC4=CC=C(C=C4C3C2)Cl)C2=CC(=CC=C2)O)C1=O)C)=O ((3aSR,10RS)-2-(2-Bromo-ethyl)-6-chloro-10-(3-hydroxy-phenyl)-3a-methyl-3a,4,9,10-tetrahydro-2,9,10a-triaza-cyclopenta[b]fluorene-1,3-dione), solution, N (ammonia). The solvent is CO (methanol), CO (methanol). Conditions: temperature 140 celsius. Product: NCCN1C(C2(N(C(C=3NC4=CC=C(C=C4C3C2)Cl)C2=CC(=CC=C2)O)C1=O)C)=O ((3aSR,10RS)-2-(2-Amino-ethyl)-6-chloro-10-(3-hydroxy-phenyl)-3a-methyl-3a,4,9,10-tetrahydro-2,9,10a-triaza-cyclopenta[b]fluorene-1,3-dione). As a reaction SMILES: Br[CH2:2][CH2:3][N:4]1[C:27](=[O:28])[N:7]2[CH:8]([C:20]3[CH:25]=[CH:24][CH:23]=[C:22]([OH:26])[CH:21]=3)[C:9]3[NH:10][C:11]4[C:16]([C:17]=3[CH2:18][C:6]2([CH3:29])[C:5]1=[O:30])=[CH:15][C:14]([Cl:19])=[CH:13][CH:12]=4.[NH3:31]>CO>[NH2:31][CH2:2][CH2:3][N:4]1[C:27](=[O:28])[N:7]2[CH:8]([C:20]3[CH:25]=[CH:24][CH:23]=[C:22]([OH:26])[CH:21]=3)[C:9]3[NH:10][C:11]4[C:16]([C:17]=3[CH2:18][C:6]2([CH3:29])[C:5]1=[O:30])=[CH:15][C:14]([Cl:19])=[CH:13][CH:12]=4. Procedure: To a solution of 200 mg (3aSR,10RS)-2-(2-Bromo-ethyl)-6-chloro-10-(3-hydroxy-phenyl)-3a-methyl-3a,4,9,10-tetrahydro-2,9,10a-triaza-cyclopenta[b]fluorene-1,3-dione (example 26) in 3 ml methanol are added 1.2 ml of a 7 M solution of ammonia in methanol. The mixture is heated in a sealed tube to 140° C. for 1 h using a microwave reactor. The solvent is removed under reduced pressure. Water is added and the mixture is extracted with ethyl acetate. The organic layer is dried with magnesium sulfate. T...